This data is from the Open Reaction Database (ORD), a public repository of structured organic reaction records. The task is: describe an organic reaction: reactants, conditions, products, and yield Reactants: [BH4-].[Li+] (lithium borohydride), NC=1C=C(C(=O)OC)C=CC1C (Methyl 3-amino-4-methylbenzoate), [BH4-].[Li+] (lithium borohydride). Solvent: COCCOCCOC (diglyme). Conditions: time 8 hour. The product is NC=1C=C(CO)C=CC1C (3-amino-4-methylbenzyl alcohol). Yield: 53.2%. RXN SMILES: [NH2:1][C:2]1[CH:3]=[C:4]([CH:9]=[CH:10][C:11]=1[CH3:12])[C:5](OC)=[O:6].[BH4-].[Li+]>COCCOCCOC>[NH2:1][C:2]1[CH:3]=[C:4]([CH:9]=[CH:10][C:11]=1[CH3:12])[CH2:5][OH:6] |f:1.2|. Procedure: Methyl 3-amino-4-methylbenzoate (16.52 g, 0.1 mol) was dissolved in diglyme (150 ml), lithium borohydride (2.18 g, 0.1 mol) added, and the solution stirred at room temperature overnight. A further portion of lithium borohydride (2.18 g, 0.1 mol) was added, and the mixture heated at reflux for 20 minutes. The reaction was quenched with water, the solvent evaporated, the residue dissolved in water, the solution adjusted to pH 5 with hydrochloric acid, and the product extracted into dichloromethane...